Dataset: the Open Reaction Database (ORD), a public repository of structured organic reaction records. Task: describe an organic reaction: reactants, conditions, products, and yield Starting materials: C1(=CC=CC=C1)C (toluene), 3-bromo-4-homoisotwistane, [NH2-].[Na+] (sodium amide), C1(=CC=CC=C1)C (toluene). Conditions: time 2 hour. The product is C12C=C3CCCC(C3CC1)C2 (tricyclo[5.3.1.03,8 ]undec-2-ene). Isolated yield 52.0%. Reaction SMILES: [NH2-].[Na+].[C:3]1([CH3:9])[CH:8]=[CH:7][CH:6]=[CH:5][CH:4]=1>>[CH:3]12[CH2:9][CH:5]3[CH:6]([CH2:7][CH2:8]1)[C:5]([CH2:8][CH2:3][CH2:4]3)=[CH:4]2 |f:0.1|. Procedure: To a solution of 8.22 g (36 millimoles) of 3-bromo-4-homoisotwistane in 20 ml of dry toluene was added 1.4 g (36 millimoles) of sodium amide, and the mixture was stirred for 2 hours under reflux of toluene. After completion of the reaction, the reaction mixture was filtered and the filtrate was fractionally distilled to give 2.75 g (52% yield) of colorless tricyclo[5.3.1.03,8 ]undec-2-ene (boiling point of 90° to 92° C/19 mm Hg). Elementary Analysis Values: Reactants: CCOC(C)=O, [Li]CCCC, CS(=O)(=O)Cl, CCCCCC, CCCCCC, O=S(=O)(c1ccc(Cl)cc1)C(CCO)c1cc(F)ccc1F, C1CCOC1, O. Product: O=S(=O)(c1ccc(Cl)cc1)C1(c2cc(F)ccc2F)CC1. Reaction SMILES: [C:39]([O:40][CH2:41][CH3:42])(=[O:43])[CH3:44].[CH2:1]([Li:2])[CH2:3][CH2:4][CH3:5].[CH3:28][S:29](=[O:30])(=[O:31])[Cl:32].[CH3:33][CH2:34][CH2:35][CH2:36][CH2:37][CH3:38].[CH3:46][CH2:47][CH2:48][CH2:49][CH2:50][CH3:51].[Cl:6][c:7]1[cH:8][cH:9][c:10]([S:13](=[O:14])(=[O:15])[CH:16]([CH2:17][CH2:18][OH:19])[c:20]2[c:21]([F:27])[cH:22][cH:23][c:24]([F:26])[cH:25]2)[cH:11][cH:12]1.[O:52]1[CH2:53][CH2:54][CH2:55][CH2:56]1.[OH2:45]>>[Cl:6][c:7]1[cH:8][cH:9][c:10]([S:13](=[O:14])(=[O:15])[C:16]2([c:20]3[c:21]([F:27])[cH:22][cH:23][c:24]([F:26])[cH:25]3)[CH2:17][CH2:18]2)[cH:11][cH:12]1.